From a dataset of the Open Reaction Database (ORD), a public repository of structured organic reaction records. describe an organic reaction: reactants, conditions, products, and yield The reactants are Brc1ccc(Br)cc1, C1COCCN1, CC(C)(C)[O-], [K+], C1COCCO1, O=C(C=Cc1ccccc1)C=Cc1ccccc1, O=C(C=Cc1ccccc1)C=Cc1ccccc1, O=C(C=Cc1ccccc1)C=Cc1ccccc1, [Pd], [Pd]. Product: Brc1ccc(N2CCOCC2)cc1. As a reaction SMILES: [Br:7][c:8]1[cH:9][cH:10][c:11]([Br:12])[cH:13][cH:14]1.[CH2:1]1[CH2:2][O:3][CH2:4][CH2:5][NH:6]1.[CH3:15][C:16]([CH3:17])([O-:18])[CH3:19].[K+:20].[O:21]1[CH2:22][CH2:23][O:24][CH2:25][CH2:26]1.[O:29]=[C:30]([CH:31]=[CH:32][c:33]1[cH:34][cH:35][cH:36][cH:37][cH:38]1)[CH:39]=[CH:40][c:41]1[cH:42][cH:43][cH:44][cH:45][cH:46]1.[O:47]=[C:48]([CH:49]=[CH:50][c:51]1[cH:52][cH:53][cH:54][cH:55][cH:56]1)[CH:57]=[CH:58][c:59]1[cH:60][cH:61][cH:62][cH:63][cH:64]1.[O:65]=[C:66]([CH:67]=[CH:68][c:69]1[cH:70][cH:71][cH:72][cH:73][cH:74]1)[CH:75]=[CH:76][c:77]1[cH:78][cH:79][cH:80][cH:81][cH:82]1.[Pd:27].[Pd:28]>>[CH2:1]1[CH2:2][O:3][CH2:4][CH2:5][N:6]1[c:11]1[cH:10][cH:9][c:8]([Br:7])[cH:14][cH:13]1. Reported procedure: To a mixture of methyl 2-p-tolylbenzo[d]oxazole-7-carboxylate (1 g, 3.74 mmol) in CCl4 (7 mL) was added NBS (665 mg, 3.74 mmol) and BPO (52 mg, 0.37 mmol), heated to reflux for 24 hr, then the solvent was evaporated, and purified by silica gel chromatography (petroleum ether:ethyl acetate=100:1-50:1) to obtain methyl 2-(4-(bromomethyl)phenyl)benzo[d]oxazole-7-carboxylate as a white solid (1.0 g, yield 77%). LC-MS (ESI) m/z 346 [M+1]+. Solvent: C(Cl)(Cl)(Cl)Cl (CCl4). Product: BrCC1=CC=C(C=C1)C=1OC2=C(N1)C=CC=C2C(=O)OC (methyl 2-(4-(bromomethyl)phenyl)benzo[d]oxazole-7-carboxylate). The yield is 77.2%. As a reaction SMILES: [C:1]1([CH3:20])[CH:6]=[CH:5][C:4]([C:7]2[O:8][C:9]3[C:15]([C:16]([O:18][CH3:19])=[O:17])=[CH:14][CH:13]=[CH:12][C:10]=3[N:11]=2)=[CH:3][CH:2]=1.C1C(=O)N([Br:28])C(=O)C1>C(Cl)(Cl)(Cl)Cl>[Br:28][CH2:20][C:1]1[CH:2]=[CH:3][C:4]([C:7]2[O:8][C:9]3[C:15]([C:16]([O:18][CH3:19])=[O:17])=[CH:14][CH:13]=[CH:12][C:10]=3[N:11]=2)=[CH:5][CH:6]=1. The reactants are C1(=CC=C(C=C1)C=1OC2=C(N1)C=CC=C2C(=O)OC)C (methyl 2-p-tolylbenzo[d]oxazole-7-carboxylate), C1CC(=O)N(C1=O)Br (NBS).